From a dataset of the Open Reaction Database (ORD), a public repository of structured organic reaction records. describe an organic reaction: reactants, conditions, products, and yield Solvent: ClCCl (dichloromethane). Product: OC1=CC=C(C=2CCCC12)C=O (7-hydroxy-2,3-dihydro-1H-indene-4-carbaldehyde). Reported procedure: Into a 100-mL round-bottom flask, was placed a solution of 2,3-dihydro-1H-inden-4-ol (3.0 g, 22.36 mmol, 1.00 equiv) in dichloromethane (20 ml) and TiCl4 (7.66 g, 40.38 mmol, 1.80 equiv). After 5 minutes, dichloro(methoxy)methane (2.81 g, 24.44 mmol, 1.10 equiv) was added at 0° C. in a water/ice bath and the resulting solution stirred for 3 h at 0° C. The reaction was then quenched by the addition of 25 mL of water. The resulting solution was extracted with 2×150 mL of dichloromethane. The organ... Starting materials: C1CCC=2C(=CC=CC12)O (2,3-dihydro-1H-inden-4-ol), ClC(OC)Cl (dichloro(methoxy)methane). Reaction SMILES: [CH2:1]1[C:9]2[CH:8]=[CH:7][CH:6]=[C:5]([OH:10])[C:4]=2[CH2:3][CH2:2]1.Cl[CH:12](Cl)[O:13]C>ClCCl.Cl[Ti](Cl)(Cl)Cl>[OH:10][C:5]1[C:4]2[CH2:3][CH2:2][CH2:1][C:9]=2[C:8]([CH:12]=[O:13])=[CH:7][CH:6]=1. Reagents/catalysts: Cl[Ti](Cl)(Cl)Cl (TiCl4). Conditions: temperature 0 celsius, time 5 minute. Reactants: FC1=C2C(=CNC2=CC=C1)CN1CCC(CC1)C(=O)OCC (ethyl N-(4-fluoroindol-3-ylmethyl)piperidin-4-ylcarboxylate), FC(OC1=CC=C(C=C1)Br)(F)F (4-trifluoromethoxyphenyl bromide), [Mg] (magnesium). The solvent is C(C)OCC (diethyl ether), CCCCCC (hexane). Yields the product FC1=C2C(=CNC2=CC=C1)CN1CCC(CC1)C(O)(C1=CC=C(C=C1)OC(F)(F)F)C1=CC=C(C=C1)OC(F)(F)F (N-(4-fluoroindol-3-ylmethyl)-4-[bis(4-trifluoromethoxyphenyl)hydroxymethyl]piperidine). Yield: 9.7%. RXN SMILES: [F:1][C:2]1[CH:10]=[CH:9][CH:8]=[C:7]2[C:3]=1[C:4]([CH2:11][N:12]1[CH2:17][CH2:16][CH:15]([C:18]([O:20]CC)=O)[CH2:14][CH2:13]1)=[CH:5][NH:6]2.[F:23][C:24]([F:34])([F:33])[O:25][C:26]1[CH:31]=[CH:30][C:29](Br)=[CH:28][CH:27]=1.[Mg]>C(OCC)C.CCCCCC>[F:1][C:2]1[CH:10]=[CH:9][CH:8]=[C:7]2[C:3]=1[C:4]([CH2:11][N:12]1[CH2:13][CH2:14][CH:15]([C:18]([C:29]3[CH:28]=[CH:27][C:26]([O:25][C:24]([F:23])([F:33])[F:34])=[CH:31][CH:30]=3)([C:29]3[CH:30]=[CH:31][C:26]([O:25][C:24]([F:34])([F:33])[F:23])=[CH:27][CH:28]=3)[OH:20])[CH2:16][CH2:17]1)=[CH:5][NH:6]2. Procedure details: This compound was prepared in a manner analogous to that of Step B of Example 3, with 0.5 gram (0.0016 mole) of ethyl N-(4-fluoroindol-3-ylmethyl)piperidin-4-ylcarboxylate, 2.0 grams (0.0082 mole) of 4-trifluoromethoxyphenyl bromide, and 0.2 gram (0.0086 gram-atom) of magnesium turnings in about 10 mL of diethyl ether as reagents. The crude reaction product was taken up in hexane. The hexane-insoluble material was collected by filtration and purified by preparative thin layer chromatography with... The reactants are FC(C1=NC2=C(C=CC=C2C(N1)=O)Br)(C1=NC=C(C=C1)F)F (2-[difluoro-(5-fluoro-pyridin-2-yl)-methyl]-8-bromo-3H-quinazolin-4-one), CCN(C(C)C)C(C)C (DIEA), O=P(Cl)(Cl)Cl (POCl3). Run at temperature 115 celsius. Product: ClC1=NC(=NC2=C(C=CC=C12)Br)C(C1=NC=C(C=C1)F)(F)F (4-chloro-2-[difluoro-(5-fluoro-pyridin-2-yl)-methyl]-8-bromo-quinazoline). As a reaction SMILES: [F:1][C:2]([F:22])([C:15]1[CH:20]=[CH:19][C:18]([F:21])=[CH:17][N:16]=1)[C:3]1[NH:12][C:11](=O)[C:10]2[C:5](=[C:6]([Br:14])[CH:7]=[CH:8][CH:9]=2)[N:4]=1.CCN(C(C)C)C(C)C.O=P(Cl)(Cl)[Cl:34]>>[Cl:34][C:11]1[C:10]2[C:5](=[C:6]([Br:14])[CH:7]=[CH:8][CH:9]=2)[N:4]=[C:3]([C:2]([F:22])([F:1])[C:15]2[CH:20]=[CH:19][C:18]([F:21])=[CH:17][N:16]=2)[N:12]=1. Procedure: To 2-[difluoro-(5-fluoro-pyridin-2-yl)-methyl]-8-bromo-3H-quinazolin-4-one (0.19 g, 0.52 mmol) at rt were added DIEA (0.18 mL, 1.04 mmol) and POCl3 (3.5 mL, 76 mmol) and the mixture was heated at 115° C. for 6 h. The mixture was allowed to cool to rt and then was concentrated under reduced pressure. The residue was treated with toluene and concentrated to dryness twice. The residue was partitioned between EtOAc (20 mL) and cold saturated aq NaHCO3 (10 mL), and the separated EtOAc layer was dilut... The yield is 60.4%. Product: [N+](=O)([O-])C=1C=CC2=C(N=C(O2)C=2SC=CC2CBr)C1 (5-Nitro-2-(3-bromomethyl-2-thienyl)benzoxazole). Run in C(Cl)(Cl)Cl (chloroform). The reactants are [N+](=O)([O-])C=1C=CC2=C(N=C(O2)C=2SC=CC2C)C1 (5-nitro-2-(3-methyl-2-thienyl)benzoxazole), BrN1C(CCC1=O)=O (N-bromosuccinimide). RXN SMILES: [N+:1]([C:4]1[CH:5]=[CH:6][C:7]2[O:11][C:10]([C:12]3[S:13][CH:14]=[CH:15][C:16]=3[CH3:17])=[N:9][C:8]=2[CH:18]=1)([O-:3])=[O:2].[Br:19]N1C(=O)CCC1=O>C(Cl)(Cl)Cl.N(CCCC#N)=NCCCC#N>[N+:1]([C:4]1[CH:5]=[CH:6][C:7]2[O:11][C:10]([C:12]3[S:13][CH:14]=[CH:15][C:16]=3[CH2:17][Br:19])=[N:9][C:8]=2[CH:18]=1)([O-:3])=[O:2]. Reported procedure: A mixture of 5-nitro-2-(3-methyl-2-thienyl)benzoxazole (11.0 g, 0.042 mole) and N-bromosuccinimide (7.55 g, 0.042 mole) are refluxed for 36 hours in 400 ml of chloroform. Approximately every 12 hours azobisbutyronitrile (0.1 g) is added as a catalyst. The reaction mixture is cooled to room temperature and the precipitated succinimide removed by filtration. The chloroform solution is washed with 150 ml of 5% sodium hydroxide and dried over anhydrous magnesium sulfate. The chloroform is removed un... Reagents/catalysts: N(=NCCCC#N)CCCC#N (azobisbutyronitrile). Reactants: C1(CC1)CON1C=C2C(C=C1)=NC(O2)N2CCC(CC2)OC[C@H](C)NC(OC(C)(C)C)=O (tert-butyl [(1S)-2-({1-[5-(cyclopropylmethoxy)[1,3]oxazolo[5,4-c]pyridin-2-yl]piperidin-4-yl}oxy)-1-methylethyl]carbamate), Cl.CO (hydrogen chloride methanol). Reaction conditions: time 10 minute. Yields the product C1(CC1)CON1C=C2C(C=C1)=NC(O2)N2CCC(CC2)OC[C@H](C)NC(C)=O (N-[(1S)-2-({1-[5-(cyclopropylmethoxy)[1,3]oxazolo[5,4-c]pyridin-2-yl]piperidin-4-yl}oxy)-1-methylethyl]acetamide). As a reaction SMILES: [CH:1]1([CH2:4][O:5][N:6]2[CH:11]=[CH:10][C:9]3=[N:12][CH:13]([N:15]4[CH2:20][CH2:19][CH:18]([O:21][CH2:22][C@@H:23]([NH:25][C:26](=O)[O:27]C(C)(C)C)[CH3:24])[CH2:17][CH2:16]4)[O:14][C:8]3=[CH:7]2)[CH2:3][CH2:2]1.Cl.[CH3:34]O>>[CH:1]1([CH2:4][O:5][N:6]2[CH:11]=[CH:10][C:9]3=[N:12][CH:13]([N:15]4[CH2:20][CH2:19][CH:18]([O:21][CH2:22][C@@H:23]([NH:25][C:26](=[O:27])[CH3:34])[CH3:24])[CH2:17][CH2:16]4)[O:14][C:8]3=[CH:7]2)[CH2:3][CH2:2]1 |f:1.2|. Procedure: To tert-butyl [(1S)-2-({1-[5-(cyclopropylmethoxy)[1,3]oxazolo[5,4-c]pyridin-2-yl]piperidin-4-yl}oxy)-1-methylethyl]carbamate (328 mg) was added 2M hydrogen chloride/methanol (4 mL), and the mixture was stirred at room temperature for 10 min and concentrated. Pyridine (4 mL) and acetic anhydride (0.5 mL) were added to the residue, and the mixture was stirred at room temperature for 5 min. The reaction mixture was concentrated, saturated brine was added to the residue, and the mixture was extracte... The reactants are O=C(NCCCCCCO)OC1CCN(C(=O)OCc2ccccc2)CC1, ClCCl, O=C(Cl)Oc1ccc([N+](=O)[O-])cc1, c1ccncc1. Yields the product O=C(NCCCCCCOC(=O)Oc1ccc([N+](=O)[O-])cc1)OC1CCN(C(=O)OCc2ccccc2)CC1. As a reaction SMILES: [CH2:1]([c:2]1[cH:3][cH:4][cH:5][cH:6][cH:7]1)[O:8][C:9](=[O:10])[N:11]1[CH2:12][CH2:13][CH:14]([O:17][C:18]([NH:19][CH2:20][CH2:21][CH2:22][CH2:23][CH2:24][CH2:25][OH:26])=[O:27])[CH2:15][CH2:16]1.[CH2:47]([Cl:48])[Cl:49].[Cl:34][C:35](=[O:36])[O:37][c:38]1[cH:39][cH:40][c:41]([N+:44](=[O:45])[O-:46])[cH:42][cH:43]1.[cH:28]1[cH:29][cH:30][n:31][cH:32][cH:33]1>>[CH2:1]([c:2]1[cH:3][cH:4][cH:5][cH:6][cH:7]1)[O:8][C:9](=[O:10])[N:11]1[CH2:12][CH2:13][CH:14]([O:17][C:18]([NH:19][CH2:20][CH2:21][CH2:22][CH2:23][CH2:24][CH2:25][O:26][C:35](=[O:36])[O:37][c:38]2[cH:39][cH:40][c:41]([N+:44](=[O:45])[O-:46])[cH:42][cH:43]2)=[O:27])[CH2:15][CH2:16]1. The reactants are FC=1C=C(C=O)C=CC1F (3,4-difluorobenzaldehyde), C(C)NCC (diethylamine), FC=1C(=C(C=O)C=CC1)F (difluorobenzaldehyde). The solvent is CS(=O)C (dimethylsulfoxide). Conditions: time 6 hour. The product is FC=1C=C(C=CC1N(CC)CC)C=O (3-fluoro-4-diethylaminobenzenecarboxaldehyde). Yield: 93.0%. RXN SMILES: [F:1][C:2]1[CH:3]=[C:4]([CH:7]=[CH:8][C:9]=1F)[CH:5]=[O:6].[CH2:11]([NH:13][CH2:14][CH3:15])[CH3:12].FC1C(F)=C(C=CC=1)C=O>CS(C)=O>[F:1][C:2]1[CH:3]=[C:4]([CH:5]=[O:6])[CH:7]=[CH:8][C:9]=1[N:13]([CH2:14][CH3:15])[CH2:11][CH3:12]. Procedure: In a 250 mL round bottom flask equipped with stirbar, condenser and nitrogen inlet was placed 3,4-difluorobenzaldehyde (25.0 g, 176 mmol), dimethylsulfoxide (50 mL) and diethylamine (38.6 g, 528 mmol). The resulting solution was boiled gently for 6 hr at which time thin layer chromatography indicated all the difluorobenzaldehyde was consumed. The solution was cooled and transferred to a separatory funnel with ethyl acetate and water. The phases were separated, the organic phase washed well with ...